From a dataset of the Open Reaction Database (ORD), a public repository of structured organic reaction records. describe an organic reaction: reactants, conditions, products, and yield The reactants are CO, CCCC(Nc1ccc(-n2cc(C3CC3)cn2)nc1)c1ccc(C(=O)OCC)cc1, [Li+], C1CCOC1, [OH-]. Product: CCCC(Nc1ccc(-n2cc(C3CC3)cn2)nc1)c1ccc(C(=O)O)cc1. As a reaction SMILES: [CH3:38][OH:39].[CH:1]1([c:4]2[cH:5][n:6][n:7](-[c:9]3[cH:10][cH:11][c:12]([NH:15][CH:16]([CH2:17][CH2:18][CH3:19])[c:20]4[cH:21][cH:22][c:23]([C:24](=[O:25])[O:26][CH2:27][CH3:28])[cH:29][cH:30]4)[cH:13][n:14]3)[cH:8]2)[CH2:2][CH2:3]1.[Li+:36].[O:31]1[CH2:32][CH2:33][CH2:34][CH2:35]1.[OH-:37]>>[CH:1]1([c:4]2[cH:5][n:6][n:7](-[c:9]3[cH:10][cH:11][c:12]([NH:15][CH:16]([CH2:17][CH2:18][CH3:19])[c:20]4[cH:21][cH:22][c:23]([C:24](=[O:25])[OH:26])[cH:29][cH:30]4)[cH:13][n:14]3)[cH:8]2)[CH2:2][CH2:3]1. Reactants: [H-], CI, [Na+], CN(C)C=O, O, Cn1ncc([N+](=O)[O-])c1N1CCN(C(=O)OC(C)(C)C)CC(C)(O)C1. Yields the product COC1(C)CN(C(=O)OC(C)(C)C)CCN(c2c([N+](=O)[O-])cnn2C)C1. RXN SMILES: [H-:26].[I:28][CH3:29].[Na+:27].[O:31]=[CH:32][N:33]([CH3:34])[CH3:35].[OH2:30].[OH:1][C:2]1([CH3:25])[CH2:3][N:4]([c:16]2[c:17]([N+:22](=[O:23])[O-:24])[cH:18][n:19][n:20]2[CH3:21])[CH2:5][CH2:6][N:7]([C:9](=[O:10])[O:11][C:12]([CH3:13])([CH3:14])[CH3:15])[CH2:8]1>>[O:1]([C:2]1([CH3:25])[CH2:3][N:4]([c:16]2[c:17]([N+:22](=[O:23])[O-:24])[cH:18][n:19][n:20]2[CH3:21])[CH2:5][CH2:6][N:7]([C:9](=[O:10])[O:11][C:12]([CH3:13])([CH3:14])[CH3:15])[CH2:8]1)[CH3:29].